From a dataset of the Open Reaction Database (ORD), a public repository of structured organic reaction records. describe an organic reaction: reactants, conditions, products, and yield Reactants: BrCCc1c[nH]c2ccccc12, [K+], [K+], [Na], O=S([O-])([O-])=S, SCCc1c[nH]c2ccccc12. RXN SMILES: [Br:13][CH2:14][CH2:15][c:16]1[c:17]2[c:18]([cH:19][cH:20][cH:21][cH:22]2)[nH:23][cH:24]1.[K+:31].[K+:32].[Na:25].[S:26](=[S:27])(=[O:28])([O-:29])[O-:30].[nH:1]1[cH:2][c:3]([CH2:10][CH2:11][SH:12])[c:4]2[cH:5][cH:6][cH:7][cH:8][c:9]12>>[K+:31].[Na:25].[nH:1]1[cH:2][c:3]([CH2:10][CH2:11][O:29][S:26](=[S:27])(=[O:28])[O-:30])[c:4]2[cH:5][cH:6][cH:7][cH:8][c:9]12. Product: [K+], [Na], O=S([O-])(=S)OCCc1c[nH]c2ccccc12. Starting materials: O=C1C(Br)=C(c2ccccc2)c2ccc(OCCCc3ccccc3)cc21, CN(C)C=O, [Cl-], N#C[Cu], [NH4+]. Yields the product N#CC1=C(c2ccccc2)c2ccc(OCCCc3ccccc3)cc2C1=O. Reaction SMILES: [Br:1][C:2]1=[C:10]([c:11]2[cH:12][cH:13][cH:14][cH:15][cH:16]2)[c:9]2[c:4]([cH:5][c:6]([O:17][CH2:18][CH2:19][CH2:20][c:21]3[cH:22][cH:23][cH:24][cH:25][cH:26]3)[cH:7][cH:8]2)[C:3]1=[O:27].[CH3:33][N:34]([CH3:35])[CH:36]=[O:37].[Cl-:31].[Cu:28][C:29]#[N:30].[NH4+:32]>>[C:2]1([C:29]#[N:30])=[C:10]([c:11]2[cH:12][cH:13][cH:14][cH:15][cH:16]2)[c:9]2[c:4]([cH:5][c:6]([O:17][CH2:18][CH2:19][CH2:20][c:21]3[cH:22][cH:23][cH:24][cH:25][cH:26]3)[cH:7][cH:8]2)[C:3]1=[O:27].